This data is from the Open Reaction Database (ORD), a public repository of structured organic reaction records. The task is: describe an organic reaction: reactants, conditions, products, and yield Reactants: NC1=CC=C(CN(C)CCC(=O)OCC)C=C1 (ethyl 3-[N-(4-aminobenzyl)-N-methylamino]propionate), O1CCN(CC1)C1=CC=C(C=C1)C=1C=CC2=C(C=C(CCS2(=O)=O)C(=O)O)C1 (7-(4-morpholinophenyl)-1,1-dioxo-2,3-dihydro-1-benzothiepine-4-carboxylic acid), ON1N=NC2=C1C=CC=C2 (1-hydroxybenzotriazole), Cl.C(C)N=C=NCCCN(C)C (1-ethyl-3-(3′-dimethylaminopropyl)carbodiimide hydrochloride). Reagents/catalysts: CN(C1=CC=NC=C1)C (4-dimethylaminopyridine). The solvent is CN(C)C=O (DMF), C(C)N(CC)CC (triethylamine), CN(C)C=O (DMF). Run at time 2 hour. Product: C(C)OC(=O)CCN(C)CC1=CC=C(C=C1)NC(=O)C=1CCS(C2=C(C1)C=C(C=C2)C2=CC=C(C=C2)N2CCOCC2)(=O)=O (N-[4-[N-(2-ethoxycarbonylethyl)-N-methylaminomethyl]phenyl]-7-(4-morpholinophenyl)-1,1-dioxo-2,3-dihydro-1-benzothiepine-4-carboxamide). The yield is 57.6%. As a reaction SMILES: [O:1]1[CH2:6][CH2:5][N:4]([C:7]2[CH:12]=[CH:11][C:10]([C:13]3[CH:14]=[CH:15][C:16]4[S:22](=[O:24])(=[O:23])[CH2:21][CH2:20][C:19]([C:25](O)=[O:26])=[CH:18][C:17]=4[CH:28]=3)=[CH:9][CH:8]=2)[CH2:3][CH2:2]1.ON1C2C=CC=CC=2N=N1.Cl.C(N=C=NCCCN(C)C)C.[NH2:51][C:52]1[CH:67]=[CH:66][C:55]([CH2:56][N:57]([CH2:59][CH2:60][C:61]([O:63][CH2:64][CH3:65])=[O:62])[CH3:58])=[CH:54][CH:53]=1>CN(C=O)C.CN(C)C1C=CN=CC=1.C(N(CC)CC)C>[CH2:64]([O:63][C:61]([CH2:60][CH2:59][N:57]([CH2:56][C:55]1[CH:66]=[CH:67][C:52]([NH:51][C:25]([C:19]2[CH2:20][CH2:21][S:22](=[O:24])(=[O:23])[C:16]3[CH:17]=[CH:28][C:13]([C:10]4[CH:9]=[CH:8][C:7]([N:4]5[CH2:5][CH2:6][O:1][CH2:2][CH2:3]5)=[CH:12][CH:11]=4)=[CH:14][C:15]=3[CH:18]=2)=[O:26])=[CH:53][CH:54]=1)[CH3:58])=[O:62])[CH3:65] |f:2.3|. Procedure: To a solution of 7-(4-morpholinophenyl)-1,1-dioxo-2,3-dihydro-1-benzothiepine-4-carboxylic acid (150 mg) and 1-hydroxybenzotriazole (101 mg) in DMF (5 ml) was added at room temperature 1-ethyl-3-(3′-dimethylaminopropyl)carbodiimide hydrochloride (144 mg), and the mixture was stirred for 2 hours. To the mixture were added a solution of ethyl 3-[N-(4-aminobenzyl)-N-methylamino]propionate (133 mg) and triethylamine (0.1 ml) in DMF (5 ml) and a piece of 4-dimethylaminopyridine, and the mixture was s... The reactants are CC(C)(C)[Si](C)(C)OCCBr, CC(C)(CCO)CCO, CN(C)C=O, [H-], [Na+], O. Yields the product CC(C)(CCO)CCOCCO[Si](C)(C)C(C)(C)C. Reaction SMILES: [Br:12][CH2:13][CH2:14][O:15][Si:16]([CH3:17])([CH3:18])[C:19]([CH3:20])([CH3:21])[CH3:22].[CH3:1][C:2]([CH2:3][CH2:4][OH:5])([CH2:6][CH2:7][OH:8])[CH3:9].[CH3:24][N:25]([CH3:26])[CH:27]=[O:28].[H-:11].[Na+:10].[OH2:23]>>[CH3:1][C:2]([CH2:3][CH2:4][O:5][CH2:13][CH2:14][O:15][Si:16]([CH3:17])([CH3:18])[C:19]([CH3:20])([CH3:21])[CH3:22])([CH2:6][CH2:7][OH:8])[CH3:9]. Starting materials: C(C)(C)OC=1C(=CC2=C(C=CC3=C4C=CC(=C(C4=CN=C23)OCC2=CC=CC=C2)OC)C1)OC(C)C (2,3-diisopropoxy-7-benzyloxy-8-methoxybenzo[c]phenanthridine), C1(=CC=C(C=C1)S(=O)(=O)OC)C (methyl p-toluenesulfonate), C1(=CC=C(C=C1)S(=O)(=O)O)C (p-toluenesulfonic acid). Solvent: CO (methanol). Yields the product S(=O)(=O)([O-])C1=CC=C(C)C=C1.OC=1C(=CC2=C(C=CC3=C4C=CC(=C(C4=C[N+](=C23)C)O)OC)C1)O (2,3,7-trihydroxy-5-methyl-8-methoxybenzo[c]phenanthridinium tosylate). Reaction SMILES: C([O:4][C:5]1[C:6]([O:33]C(C)C)=[CH:7][C:8]2[C:21]3[C:12](=[C:13]4[C:18](=[CH:19][N:20]=3)[C:17]([O:22]CC3C=CC=CC=3)=[C:16]([O:30][CH3:31])[CH:15]=[CH:14]4)[CH:11]=[CH:10][C:9]=2[CH:32]=1)(C)C.[C:37]1([CH3:48])[CH:42]=[CH:41][C:40]([S:43]([O:46]C)(=[O:45])=[O:44])=[CH:39][CH:38]=1.[C:49]1(C)C=CC(S(O)(=O)=O)=CC=1>CO>[S:43]([C:40]1[CH:41]=[CH:42][C:37]([CH3:48])=[CH:38][CH:39]=1)([O-:46])(=[O:45])=[O:44].[OH:4][C:5]1[C:6]([OH:33])=[CH:7][C:8]2[C:21]3[C:12](=[C:13]4[C:18](=[CH:19][N+:20]=3[CH3:49])[C:17]([OH:22])=[C:16]([O:30][CH3:31])[CH:15]=[CH:14]4)[CH:11]=[CH:10][C:9]=2[CH:32]=1 |f:4.5|. Procedure: 2,3-diisopropoxy-7-benzyloxy-8-methoxybenzo[c]phenanthridine (compound D-6) and methyl p-toluenesulfonate were subjected to a reaction operation in a manner similar to Example 16 to produce compound E-6, which was further treated with p-toluenesulfonic acid in the presence of methanol, so that compound A-6, wherein X- =OTs-, was obtained. Reactants: O(C1=CC=CC=C1)C=1N=C2C(=NC1)N(C=C2C=O)COCC[Si](C)(C)C (2-phenoxy-5-(2-trimethylsilanyl-ethoxymethyl)-5H-pyrrolo[2,3-b]pyrazine-7-carbaldehyde), CC(=O)C.OS(=O)(=O)O.O=[Cr](=O)=O (Jones reagent), OS(=O)(=O)O (H2SO4), CrO3. RXN SMILES: [OH:1][S:2]([OH:5])(=[O:4])=[O:3].[O:6]([C:13]1[N:14]=[C:15]2[C:21]([CH:22]=[O:23])=[CH:20][N:19]([CH2:24][O:25][CH2:26][CH2:27][Si:28]([CH3:31])([CH3:30])[CH3:29])[C:16]2=[N:17][CH:18]=1)[C:7]1[CH:12]=[CH:11][CH:10]=[CH:9][CH:8]=1.CC(C)=[O:34].OS(O)(=O)=O.[O:41]=[Cr:42](=[O:44])=[O:43]>O.CC(C)=O>[CH3:8][C:7]([CH3:12])=[O:6].[OH:4][S:2]([OH:5])(=[O:3])=[O:1].[O:41]=[Cr:42](=[O:44])=[O:43].[O:6]([C:13]1[N:14]=[C:15]2[C:21]([C:22]([OH:34])=[O:23])=[CH:20][N:19]([CH2:24][O:25][CH2:26][CH2:27][Si:28]([CH3:31])([CH3:30])[CH3:29])[C:16]2=[N:17][CH:18]=1)[C:7]1[CH:12]=[CH:11][CH:10]=[CH:9][CH:8]=1 |f:2.3.4,7.8.9|. The yield is 65.0%. The product is CC(=O)C.OS(=O)(=O)O.O=[Cr](=O)=O (Jones reagent), O(C1=CC=CC=C1)C=1N=C2C(=NC1)N(C=C2C(=O)O)COCC[Si](C)(C)C (2-phenoxy-5-(2-trimethylsilanyl-ethoxymethyl)-5H-pyrrolo[2,3-b]pyrazine-7-carboxylic acid). Conditions: time 2 hour. Solvent: CC(=O)C (acetone), O (H2O). Procedure details: A stock solution of Jones reagent (2.67 M) was prepared by carefully adding concentrated H2SO4 (2.3 mL) to CrO3 (2.67 g) then diluting to 10 mL with H2O. To a solution of 2-phenoxy-5-(2-trimethylsilanyl-ethoxymethyl)-5H-pyrrolo[2,3-b]pyrazine-7-carbaldehyde (2.35 g, 6.37 mmol) in acetone (75 mL) at 0° C. was added Jones reagent (5 mL, 13.4 mmol) dropwise. The reaction mixture was stirred at room temperature for 2 h then quenched with i-PrOH (2 mL), diluted with EtOAc, and filtered over Celite, r... Reactants: CCO, Cc1cc(Cl)n2nccc2n1, N#Cc1ccccc1-c1oc2ccc(CN)cc2c1Br. The product is Cc1cc(NCc2ccc3oc(-c4ccccc4C#N)c(Br)c3c2)n2nccc2n1. As a reaction SMILES: [CH3:32][CH2:33][OH:34].[Cl:1][c:2]1[cH:3][c:4]([CH3:11])[n:5][c:6]2[n:7]1[n:8][cH:9][cH:10]2.[NH2:12][CH2:13][c:14]1[cH:15][cH:16][c:17]2[c:18]([c:19]([Br:30])[c:20](-[c:22]3[c:23]([C:28]#[N:29])[cH:24][cH:25][cH:26][cH:27]3)[o:21]2)[cH:31]1>>[c:2]1([NH:12][CH2:13][c:14]2[cH:15][cH:16][c:17]3[c:18]([c:19]([Br:30])[c:20](-[c:22]4[c:23]([C:28]#[N:29])[cH:24][cH:25][cH:26][cH:27]4)[o:21]3)[cH:31]2)[cH:3][c:4]([CH3:11])[n:5][c:6]2[n:7]1[n:8][cH:9][cH:10]2. Starting materials: C(C1=CC=CC=C1)OC1=CC=C(C=C1)S(=O)(=O)N[C@H]1[C@](CN(CC1)C(=O)OC(C)(C)C)(C(=O)OC)C ((3S,4R)-1-tert-Butyl 3-methyl 4-(4-(benzyloxy)phenylsulfonamido)-3-methylpiperidine-1,3-dicarboxylate). Reagents/catalysts: [OH-].[OH-].[Pd+2] (Pearlman's catalyst). The solvent is CO (methanol). Conditions: time 0.5 hour. Product: OC1=CC=C(C=C1)S(=O)(=O)N[C@H]1[C@](CN(CC1)C(=O)OC(C)(C)C)(C(=O)OC)C ((3S,4R)-1-tert-butyl 3-methyl 4-(4-hydroxyphenylsulfonamido)-3-methylpiperidine-1,3-dicarboxylate). The yield is 95.6%. As a reaction SMILES: C([O:8][C:9]1[CH:14]=[CH:13][C:12]([S:15]([NH:18][C@@H:19]2[CH2:24][CH2:23][N:22]([C:25]([O:27][C:28]([CH3:31])([CH3:30])[CH3:29])=[O:26])[CH2:21][C@:20]2([CH3:36])[C:32]([O:34][CH3:35])=[O:33])(=[O:17])=[O:16])=[CH:11][CH:10]=1)C1C=CC=CC=1>CO.[OH-].[OH-].[Pd+2]>[OH:8][C:9]1[CH:10]=[CH:11][C:12]([S:15]([NH:18][C@@H:19]2[CH2:24][CH2:23][N:22]([C:25]([O:27][C:28]([CH3:29])([CH3:30])[CH3:31])=[O:26])[CH2:21][C@:20]2([CH3:36])[C:32]([O:34][CH3:35])=[O:33])(=[O:16])=[O:17])=[CH:13][CH:14]=1 |f:2.3.4|. Procedure: (3S,4R)-1-tert-Butyl 3-methyl 4-(4-(benzyloxy)phenylsulfonamido)-3-methylpiperidine-1,3-dicarboxylate (4.659 g, 8.09 mmol) was taken up in methanol (30 mL) and combined with Pearlman's catalyst (501 mg). The heterogeneous mixture was stirred under a hydrogen atmosphere for 0.5 h, and then filtered through celite and concentrated to give (3S,4R)-1-tert-butyl 3-methyl 4-(4-hydroxyphenylsulfonamido)-3-methylpiperidine-1,3-dicarboxylate (3.754 g, 7.73 mmol, 96%) as a colorless solid. 1H NMR (400 MHz...